Dataset: the Open Reaction Database (ORD), a public repository of structured organic reaction records. Task: describe an organic reaction: reactants, conditions, products, and yield Reactants: C1(=CC=CC=C1)C1=CC=C(C=C1)C1(CCCC1)O (1-(4-Phenylphenyl)cyclopentan-1-ol), C1(=CC=C(C=C1)S(=O)(=O)O)C (p-toluenesulfonic acid), 3. The solvent is C1(=CC=CC=C1)C (toluene). Product: C1(=CCCC1)C1=CC=C(C=C1)C1=CC=CC=C1 (1-cyclopent-1-enyl-4-phenylbenzene). Isolated yield 67.9%. As a reaction SMILES: [C:1]1([C:7]2[CH:12]=[CH:11][C:10]([C:13]3(O)[CH2:17][CH2:16][CH2:15][CH2:14]3)=[CH:9][CH:8]=2)[CH:6]=[CH:5][CH:4]=[CH:3][CH:2]=1.C1(C)C=CC(S(O)(=O)=O)=CC=1>C1(C)C=CC=CC=1>[C:13]1([C:10]2[CH:11]=[CH:12][C:7]([C:1]3[CH:2]=[CH:3][CH:4]=[CH:5][CH:6]=3)=[CH:8][CH:9]=2)[CH2:17][CH2:16][CH2:15][CH:14]=1. Procedure details: 1-(4-Phenylphenyl)cyclopentan-1-ol (7.50 g, 31.5 mmol), p-toluenesulfonic acid (650 mg) and toluene (200 mL) were mixed together in a 500 mL 3 neck flask fitted with a thermometer and Dean Stark trap and stirred at reflux for 4 hours under a nitrogen atmosphere. The reaction was then allowed to cool to room temperature and concentrated under reduced vacuum. The resulting semi-solid was taken into methylene chloride, washed once with water, dried over potassium carbonate, filtered, and concentrat...